This data is from the Open Reaction Database (ORD), a public repository of structured organic reaction records. The task is: describe an organic reaction: reactants, conditions, products, and yield Starting materials: BrCc1ccccc1, CC#N, [K+], [K+], O=C([O-])[O-], OCc1ccc(O)c(CO)n1. Yields the product OCc1ccc(OCc2ccccc2)c(CO)n1. RXN SMILES: [Br:18][CH2:19][c:20]1[cH:21][cH:22][cH:23][cH:24][cH:25]1.[CH3:26][C:27]#[N:28].[K+:12].[K+:13].[O-:14][C:15]([O-:16])=[O:17].[OH:1][c:2]1[c:3]([CH2:10][OH:11])[n:4][c:5]([CH2:8][OH:9])[cH:6][cH:7]1>>[O:1]([c:2]1[c:3]([CH2:10][OH:11])[n:4][c:5]([CH2:8][OH:9])[cH:6][cH:7]1)[CH2:19][c:20]1[cH:21][cH:22][cH:23][cH:24][cH:25]1.